Task: describe an organic reaction: reactants, conditions, products, and yield. Dataset: the Open Reaction Database (ORD), a public repository of structured organic reaction records Starting materials: COc1cc2c(cc1OC)CC(=O)N(CCCCl)C=C2, CC(C)=O, [I-], [Na+]. Yields the product COc1cc2c(cc1OC)CC(=O)N(CCCI)C=C2. RXN SMILES: [CH3:1][O:2][c:3]1[cH:4][c:5]2[c:6]([cH:17][c:18]1[O:19][CH3:20])[CH2:7][C:8](=[O:16])[N:9]([CH2:12][CH2:13][CH2:14][Cl:15])[CH:10]=[CH:11]2.[CH3:23][C:24](=[O:25])[CH3:26].[I-:22].[Na+:21]>>[CH3:1][O:2][c:3]1[cH:4][c:5]2[c:6]([cH:17][c:18]1[O:19][CH3:20])[CH2:7][C:8](=[O:16])[N:9]([CH2:12][CH2:13][CH2:14][I:22])[CH:10]=[CH:11]2. The reactants are COC1=CC=C(C=C1)C=1C=CC=C2C(=NN(C12)CCC)C1=CC=C(C=C1)OC (7-(4-methoxyphenyl)-3-(4-methoxy-phenyl)-1-propyl-1H-indazole), B(Br)(Br)Br (boron tribromide), C1=CCCCC1 (cyclohexene). Yields the product OC1=CC=C(C=C1)C1=NN(C2=C(C=CC=C12)C1=CC=C(C=C1)O)CCC (4-[3-(4-hydroxyphenyl)-1-propyl-1H-indazole-7-yl]phenol). Yield: 76.5%. RXN SMILES: C[O:2][C:3]1[CH:8]=[CH:7][C:6]([C:9]2[CH:10]=[CH:11][CH:12]=[C:13]3[C:17]=2[N:16]([CH2:18][CH2:19][CH3:20])[N:15]=[C:14]3[C:21]2[CH:26]=[CH:25][C:24]([O:27]C)=[CH:23][CH:22]=2)=[CH:5][CH:4]=1.B(Br)(Br)Br.C1CCCCC=1>>[OH:27][C:24]1[CH:23]=[CH:22][C:21]([C:14]2[C:13]3[C:17](=[C:9]([C:6]4[CH:7]=[CH:8][C:3]([OH:2])=[CH:4][CH:5]=4)[CH:10]=[CH:11][CH:12]=3)[N:16]([CH2:18][CH2:19][CH3:20])[N:15]=2)=[CH:26][CH:25]=1. Procedure details: Prepared according to Method D step C from 7-(4-methoxyphenyl)-3-(4-methoxy-phenyl)-1-propyl-1H-indazole (0.04 g, 0.11 mmol), boron tribromide (0.04 mL, 0.43 mmol) and 0.1 mL of cyclohexene to give the product (0.029 g) as an light yellow solid. Reaction SMILES: S(OOS([O-])(=O)=O)([O-])(=O)=O.[K+].[K+].[CH2:13]=[CH:14][C:15]1[CH:20]=[CH:19][CH:18]=[CH:17][CH:16]=1.[C:21](#[N:24])[CH:22]=[CH2:23].CC(C(C(C(S)(C)C)(C)C)(C)C)C.C([O-])(=O)CCCCCCC/C=C\CCCCCCCC.[K+]>O>[CH2:23]=[CH:22][C:21]#[N:24].[CH2:13]=[CH:14][C:15]1[CH:20]=[CH:19][CH:18]=[CH:17][CH:16]=1 |f:0.1.2,6.7,9.10|. Reaction conditions: temperature 65 celsius, time 4 hour. Starting materials: C=CC1=CC=CC=C1 (styrene), C(C=C)#N (acrylonitrile), CC(C)C(C)(C)C(C)(C)C(C)(C)S (t-dodecylmercaptan), C(CCCCCCC\C=C/CCCCCCCC)(=O)[O-].[K+] (potassium oleate), S(=O)(=O)([O-])OOS(=O)(=O)[O-].[K+].[K+] (potassium persulfate). Procedure: Separately, a nitrogen-atmosphered reactor was charged with 120 parts of water and 0.3 part of potassium persulfate, and after heating the contents to 65° C., a mixture comprising 70 parts of styrene, 30 parts of acrylonitrile, 0.3 part of t-dodecylmercaptan and 1.5 parts of an aqueous 10% potassium oleate solution was added thereto continuously over 4 hours, followed by polymerization for further 2 hours at 65° C. to obtain a styrene-acrylonitrile copolymer. The solvent is O (water). Product: C=CC#N.C=CC1=CC=CC=C1 (styrene-acrylonitrile copolymer). Reactants: OC1=CC=C(C=C1)CCC(=O)OC (methyl 3-(4-hydroxyphenyl)propionate), C(=O)([O-])[O-].[K+].[K+] (K2CO3), C(Cl)C1CO1 (epichlorohydrin). Procedure details: A mixture of 228 gm (1.27 mole) of methyl 3-(4-hydroxyphenyl)propionate, 263 gm (1.90 mole) of K2CO3 and 298 mL (3.80 mole) of epichlorohydrin in 2 liters of acetone was stirred and heated to reflux for 20 hours. The reaction medium was then filtered and evaporated under reduced pressure. The resulting oil was taken up in 1 liter of toluene andwashed consecutively with 500 mL water, 2×500 mL 1N NaOH and 2×500 mL water. The toluene phase was then dried over MgSO4 andevaporated under reduced press... Run in CC(=O)C (acetone). Reaction SMILES: [OH:1][C:2]1[CH:7]=[CH:6][C:5]([CH2:8][CH2:9][C:10]([O:12][CH3:13])=[O:11])=[CH:4][CH:3]=1.C([O-])([O-])=O.[K+].[K+].[CH2:20]([CH:22]1[O:24][CH2:23]1)Cl>CC(C)=O>[O:24]1[CH2:23][CH:22]1[CH2:20][O:1][C:2]1[CH:3]=[CH:4][C:5]([CH2:8][CH2:9][C:10]([O:12][CH3:13])=[O:11])=[CH:6][CH:7]=1 |f:1.2.3|. The product is O1C(COC2=CC=C(C=C2)CCC(=O)OC)C1 (Methyl 3[4-(2,3-Epoxypropoxy)phenyl]propionate). The reactants are IC(C)C (2-iodopropane), C[O-].[Na+] (sodium methoxide), CSC1=NC=CC(=N1)C=1C(=NNC1)N (4-(2-(Methylthio)pyrimidin-4-yl)-1H-pyrazol-3-amine). The solvent is C1CCOC1 (THF). Reaction conditions: temperature 50 celsius, time 3 day. Yields the product C(C)(C)N1N=C(C(=C1)C1=NC(=NC=C1)SC)N (1-isopropyl-4-(2-(methylthio)pyrimidin-4-yl)-1H-pyrazol-3-amine). As a reaction SMILES: [CH3:1][S:2][C:3]1[N:8]=[C:7]([C:9]2[C:10]([NH2:14])=[N:11][NH:12][CH:13]=2)[CH:6]=[CH:5][N:4]=1.I[CH:16]([CH3:18])[CH3:17].C[O-].[Na+]>C1COCC1>[CH:16]([N:12]1[CH:13]=[C:9]([C:7]2[CH:6]=[CH:5][N:4]=[C:3]([S:2][CH3:1])[N:8]=2)[C:10]([NH2:14])=[N:11]1)([CH3:18])[CH3:17] |f:2.3|. Procedure details: Intermediate 4-(2-(Methylthio)pyrimidin-4-yl)-1H-pyrazol-3-amine (10.0 g, 40 mmol) was dissolved in THF (200 mL), followed by addition of 2-iodopropane (6.3 mL, 63 mmol) and sodium methoxide (25% weight solution in methanol, 14.3 ml, 63 mmol). The mixture was heated at 50° C. with stirring under a nitrogen atmosphere for 3 d, then was concentrated under vacuum. The residue was taken up in ethyl acetate (200 mL) and washed with aqueous potassium carbonate solution and brine, then dried over sodiu...